This data is from the Open Reaction Database (ORD), a public repository of structured organic reaction records. The task is: describe an organic reaction: reactants, conditions, products, and yield Reactants: ClC1=C2C3=C(C(NC2=NC=C1)=O)C=CC=C3 (1-Chloro-5H-benzo[c][1,8]naphthyridin-6-one), C(#C)C1=CC=C(C=C1)OC (1-Ethynyl-4-methoxy-benzene). Run in CCOC(=O)C.O (EtOAc H2O). Run at temperature 100 celsius, time 3 hour. The product is COC1=CC=C(C=C1)C#CC1=C2C3=C(C(NC2=NC=C1)=O)C=CC=C3 (1-(4-Methoxy-phenylethynyl)-5H-benzo[c][1,8]naphthyridin-6-one). Isolated yield 72.0%. As a reaction SMILES: Cl[C:2]1[CH:11]=[CH:10][N:9]=[C:8]2[C:3]=1[C:4]1[CH:16]=[CH:15][CH:14]=[CH:13][C:5]=1[C:6](=[O:12])[NH:7]2.[C:17]([C:19]1[CH:24]=[CH:23][C:22]([O:25][CH3:26])=[CH:21][CH:20]=1)#[CH:18]>CCOC(C)=O.O>[CH3:26][O:25][C:22]1[CH:23]=[CH:24][C:19]([C:17]#[C:18][C:2]2[CH:11]=[CH:10][N:9]=[C:8]3[C:3]=2[C:4]2[CH:16]=[CH:15][CH:14]=[CH:13][C:5]=2[C:6](=[O:12])[NH:7]3)=[CH:20][CH:21]=1 |f:2.3|. Reported procedure: The title compound was synthesized according to the procedure described for the preparation of Example 160 using Compound 83 (100 mg, 0.43 mmol) and 1-Ethynyl-4-methoxy-benzene (86 mg, 0.65 mmol) was then added, and the resulting solution was stirred for 3 h at 100° C. The reaction mixture was diluted with EtOAc/H2O. The resulting precipitate was filtered, washed with EtOAc/H2O, and dried under vacuum to provide 163 (101 mg, 71% yield) as a white solid. LC-MS (M+H=327, obsd.=327). Procedure details: To a solution of ethyl 2-{3,4-difluoro-5-[(trifluoroacetyl)oxy]phenyl}-2-methylpropanoate (113 mg, 0.332 mmol) in DMF (6 mL, deoxygenated with N2) under N2 was added (t-Bu3P)2Pd (25 mg, 0.05 mmol), lithium chloride (42 mg, 0.996 mmol), and vinyl(tributyl)tin (0.11 mL, 0.365 mmol). The reaction was stirred at room temperature for 22 hours. To the reaction mixture was added ethyl acetate and 20% KF (aq.) and the reaction stirred for an additional 2 h. The suspension was filtered through and rinsed... The product is C(=C)C=1C=C(C=C(C1F)F)C(C(=O)OCC)(C)C (Ethyl 2-(3-ethenyl-4,5-difluorophenyl)-2-methylpropanoate). Isolated yield 59.2%. RXN SMILES: [F:1][C:2]1[CH:3]=[C:4]([C:16]([CH3:23])([CH3:22])[C:17]([O:19][CH2:20][CH3:21])=[O:18])[CH:5]=[C:6](OC(=O)C(F)(F)F)[C:7]=1[F:8].[Cl-].[Li+].[CH:26]([Sn](CCCC)(CCCC)CCCC)=[CH2:27].[F-].[K+]>CN(C=O)C.C(OCC)(=O)C>[CH:26]([C:6]1[CH:5]=[C:4]([C:16]([CH3:22])([CH3:23])[C:17]([O:19][CH2:20][CH3:21])=[O:18])[CH:3]=[C:2]([F:1])[C:7]=1[F:8])=[CH2:27] |f:1.2,4.5|. Solvent: C(C)(=O)OCC (ethyl acetate), CN(C)C=O (DMF). Conditions: time 22 hour. Starting materials: [F-].[K+] (KF), FC=1C=C(C=C(C1F)OC(C(F)(F)F)=O)C(C(=O)OCC)(C)C (ethyl 2-{3,4-difluoro-5-[(trifluoroacetyl)oxy]phenyl}-2-methylpropanoate), (t-Bu3P)2Pd, [Cl-].[Li+] (lithium chloride), C(=C)[Sn](CCCC)(CCCC)CCCC (vinyl(tributyl)tin). The reactants are [BH4-].[Na+] (sodium borohydride), FC1=CC=C(COC2=CC(=CC=3C(CCC(C23)(C)C)(C)C)C(=O)C=2C=C3C=CC(=CC3=CC2)C(=O)[O-])C=C1 (6-{1-[4-(4-fluorobenzyloxy)-5,5,8,8-tetramethyl-5,6,7,8-tetrahydro-2-naphthyl]methanoyl}-2-naphthalenecarboxylate), [Cl-].[NH4+] (ammonium chloride). Run in CO (methanol), C1CCOC1 (THF). Run at time 1 hour. The product is FC1=CC=C(COC2=CC(=CC=3C(CCC(C23)(C)C)(C)C)C(O)C=2C=C3C=CC(=CC3=CC2)C(=O)O)C=C1 (6-{1-[4-(4-fluorobenzyloxy)-5,5,8,8-tetramethyl-5,6,7,8-tetrahydro-2-naphthyl]-1-hydroxymethyl}-2-naphthalenecarboxylic acid). Yield: 89.0%. RXN SMILES: [F:1][C:2]1[CH:38]=[CH:37][C:5]([CH2:6][O:7][C:8]2[C:17]3[C:16]([CH3:19])([CH3:18])[CH2:15][CH2:14][C:13]([CH3:21])([CH3:20])[C:12]=3[CH:11]=[C:10]([C:22]([C:24]3[CH:25]=[C:26]4[C:31](=[CH:32][CH:33]=3)[CH:30]=[C:29]([C:34]([O-:36])=[O:35])[CH:28]=[CH:27]4)=[O:23])[CH:9]=2)=[CH:4][CH:3]=1.[BH4-].[Na+].[Cl-].[NH4+]>C1COCC1.CO>[F:1][C:2]1[CH:38]=[CH:37][C:5]([CH2:6][O:7][C:8]2[C:17]3[C:16]([CH3:19])([CH3:18])[CH2:15][CH2:14][C:13]([CH3:20])([CH3:21])[C:12]=3[CH:11]=[C:10]([CH:22]([C:24]3[CH:25]=[C:26]4[C:31](=[CH:32][CH:33]=3)[CH:30]=[C:29]([C:34]([OH:36])=[O:35])[CH:28]=[CH:27]4)[OH:23])[CH:9]=2)=[CH:4][CH:3]=1 |f:1.2,3.4|. Procedure: 245 mg (0.5 mmol) of 6-{1-[4-(4-fluorobenzyloxy)-5,5,8,8-tetramethyl-5,6,7,8-tetrahydro-2-naphthyl]methanoyl}-2-naphthalenecarboxylate are dissolved in 5 mL of THF and 5 mL of methanol, and 28 mg (0.7 mmol) of sodium borohydride are added. The medium is stirred for 1 hour, and then treated with saturated ammonium chloride solution. The residue obtained after extraction is purified by chromatography: a white solid is obtained (m=220 mg; yield=89%; m.p.=212° C.). The reactants are FC(C=1C=C(C=C(C1)C(F)(F)F)C(=O)N1C[C@H]([C@H](CC1)C1=C(C=CC=C1)Cl)C1=CC=CC=C1)(F)F (rac-cis-(3,5-bis-trifluoromethyl-phenyl)-[4-(2-chloro-phenyl)-3-phenyl-piperidin-1-yl]-methanone), CN(CCN)C (N,N-dimethyl-ethylendiamine), C1(=C(C=CC=C1)P(C1CCCCC1)C1CCCCC1)C1=CC=CC=C1 (biphenyl-2-yl-dicyclohexyl-phosphane). Product: FC(C=1C=C(C=C(C1)C(F)(F)F)C(=O)N1C[C@H]([C@H](CC1)C1=C(C=CC=C1)NCCN(C)C)C1=CC=CC=C1)(F)F (Rac-cis-(3,5-Bis-trifluoromethyl-phenyl)-{4-[2-(2-dimethylamino-ethylamino)-phenyl]-3-phenyl-piperidin-1-yl}-methanone). RXN SMILES: [F:1][C:2]([F:35])([F:34])[C:3]1[CH:4]=[C:5]([C:13]([N:15]2[CH2:20][CH2:19][C@H:18]([C:21]3[CH:26]=[CH:25][CH:24]=[CH:23][C:22]=3Cl)[C@H:17]([C:28]3[CH:33]=[CH:32][CH:31]=[CH:30][CH:29]=3)[CH2:16]2)=[O:14])[CH:6]=[C:7]([C:9]([F:12])([F:11])[F:10])[CH:8]=1.[CH3:36][N:37]([CH3:41])[CH2:38][CH2:39][NH2:40].C1(C2C=CC=CC=2)C=CC=CC=1P(C1CCCCC1)C1CCCCC1>>[F:1][C:2]([F:35])([F:34])[C:3]1[CH:4]=[C:5]([C:13]([N:15]2[CH2:20][CH2:19][C@H:18]([C:21]3[CH:26]=[CH:25][CH:24]=[CH:23][C:22]=3[NH:40][CH2:39][CH2:38][N:37]([CH3:41])[CH3:36])[C@H:17]([C:28]3[CH:33]=[CH:32][CH:31]=[CH:30][CH:29]=3)[CH2:16]2)=[O:14])[CH:6]=[C:7]([C:9]([F:12])([F:11])[F:10])[CH:8]=1. Reported procedure: The title compound, MS: m/e=564.3 (M+), was prepared in accordance with the general method of example 10 from rac-cis-(3,5-bis-trifluoromethyl-phenyl)-[4-(2-chloro-phenyl)-3-phenyl-piperidin-1-yl]-methanone, N,N-dimethyl-ethylendiamine and biphenyl-2-yl-dicyclohexyl-phosphane as ligand. Starting materials: COC1=C(CN(S(=O)(=O)C2=CC3=C(N(C(O3)=O)[C@H](C)C3=C(C=CC=C3)C3(CN(C3)C(=O)OC(C)(C)C)O)C=C2F)C2=NC=NS2)C=CC(=C1)OC ((R)-tert-Butyl 3-(2-(1-(6-(N-(2,4-dimethoxybenzyl)-N-(1,2,4-thiadiazol-5-yl)sulfamoyl)-5-fluoro-2-oxobenzo[d]oxazol-3(2H)-yl)ethyl)phenyl)-3-hydroxyazetidine-1-carboxylate), C(Cl)Cl (DCM), C(=O)(C(F)(F)F)O (TFA). Solvent: CO (MeOH). Reaction conditions: time 15 minute. Yields the product FC=1C(=CC2=C(N(C(O2)=O)[C@H](C)C2=C(C=CC=C2)C2(CNC2)O)C1)S(=O)(=O)NC1=NC=NS1 ((R)-5-Fluoro-3-(1-(2-(3-hydroxyazetidin-3-yl)phenyl)ethyl)-2-oxo-N-(1,2,4-thiadiazol-5-yl)-2,3-dihydrobenzo[d]oxazole-6-sulfonamide). Reaction SMILES: COC1C=C(OC)C=CC=1C[N:6]([C:41]1[S:45][N:44]=[CH:43][N:42]=1)[S:7]([C:10]1[C:39]([F:40])=[CH:38][C:13]2[N:14]([C@@H:18]([C:20]3[CH:25]=[CH:24][CH:23]=[CH:22][C:21]=3[C:26]3([OH:37])[CH2:29][N:28](C(OC(C)(C)C)=O)[CH2:27]3)[CH3:19])[C:15](=[O:17])[O:16][C:12]=2[CH:11]=1)(=[O:9])=[O:8].C(Cl)Cl.C(O)(C(F)(F)F)=O>CO>[F:40][C:39]1[C:10]([S:7]([NH:6][C:41]2[S:45][N:44]=[CH:43][N:42]=2)(=[O:8])=[O:9])=[CH:11][C:12]2[O:16][C:15](=[O:17])[N:14]([C@@H:18]([C:20]3[CH:25]=[CH:24][CH:23]=[CH:22][C:21]=3[C:26]3([OH:37])[CH2:27][NH:28][CH2:29]3)[CH3:19])[C:13]=2[CH:38]=1. Reported procedure: In a 1 dram vial, added (R)-tert-butyl 3-(2-(1-(6-(N-(2,4-dimethoxybenzyl)-N-(1,2,4-thiadiazol-5-yl)sulfamoyl)-5-fluoro-2-oxobenzo[d]oxazol-3(2H)-yl)ethyl)phenyl)-3-hydroxyazetidine-1-carboxylate (32-3, 60 mg, 0.081 mmol) to DCM (647 μl) and TFA (162 μl). After 15 min, diluted with 1 mL MeOH, filtered through Celite, purified by reverse-phase HPLC (20 min run, 5-60% 0.1% TFA/CH3CN:0.1% TFA/H2O) to give 32-4 as a white solid. 1H NMR δ (ppm) (CH3OH-d4): 8.21 (1H, s), 7.83 (1H, d, J=7.64 Hz), 7.71 ... Starting materials: C(C)(C)(C)OC(COC=1C=C2C(=CN(C2=CC1)C(N)=O)NC(=O)N1[C@@H]2C[C@@H]2C[C@H]1C(NCC1=C(C=CC=C1)F)=O)=O ((1-carbamoyl-3-{[(1R,3S,5R)-3-(2-fluoro-benzylcarbamoyl)-2-aza-bicyclo[3.1.0]hexane-2-carbonyl]-amino}-1H-indol-5-yloxy)-acetic acid tert-butyl ester), Example 390, C(=O)(C(F)(F)F)O (TFA). Run in C(Cl)Cl (CH2Cl2). Conditions: time 8 hour. Yields the product C(N)(=O)N1C=C(C2=CC(=CC=C12)OCC(=O)O)NC(=O)N1[C@@H]2C[C@@H]2C[C@H]1C(NCC1=C(C=CC=C1)F)=O ((1-Carbamoyl-3-{[(1R,3S,5R)-3-(2-fluoro-benzylcarbamoyl)-2-aza-bicyclo[3.1.0]hexane-2-carbonyl]-amino}-1H-indol-5-yloxy)-acetic acid). Reaction SMILES: C([O:5][C:6](=[O:41])[CH2:7][O:8][C:9]1[CH:10]=[C:11]2[C:15](=[CH:16][CH:17]=1)[N:14]([C:18](=[O:20])[NH2:19])[CH:13]=[C:12]2[NH:21][C:22]([N:24]1[C@H:29]([C:30](=[O:40])[NH:31][CH2:32][C:33]2[CH:38]=[CH:37][CH:36]=[CH:35][C:34]=2[F:39])[CH2:28][C@@H:27]2[C@H:25]1[CH2:26]2)=[O:23])(C)(C)C.C(O)(C(F)(F)F)=O>C(Cl)Cl>[C:18]([N:14]1[C:15]2[C:11](=[CH:10][C:9]([O:8][CH2:7][C:6]([OH:41])=[O:5])=[CH:17][CH:16]=2)[C:12]([NH:21][C:22]([N:24]2[C@H:29]([C:30](=[O:40])[NH:31][CH2:32][C:33]3[CH:38]=[CH:37][CH:36]=[CH:35][C:34]=3[F:39])[CH2:28][C@@H:27]3[C@H:25]2[CH2:26]3)=[O:23])=[CH:13]1)(=[O:20])[NH2:19]. Procedure: To (1-carbamoyl-3-{[(1R,3S,5R)-3-(2-fluoro-benzylcarbamoyl)-2-aza-bicyclo[3.1.0]hexane-2-carbonyl]-amino}-1H-indol-5-yloxy)-acetic acid tert-butyl ester Example 390 (18 mg, 0.032 mmol) in CH2Cl2 (0.5 mL) was added TFA (97 μL, 1.27 mmol) and the mixture was stirred at RT overnight. Then concentrated, taken up in CH2Cl2 and filtered-off to give the desired material which was further dried under high vacuum. MS (LC-MS): 510.1 [M+H]+, 532.2 [M+Na]+, 508.1 [M−H]−, 465.1 [M−CONH2]−; tR (HPLC condition... The reactants are CCOC(C)=O, COC(=O)C=Cc1cccc(C#N)c1. Product: COC(=O)CCc1cccc(C#N)c1. As a reaction SMILES: [CH3:15][CH2:16][O:17][C:18]([CH3:19])=[O:20].[CH3:1][O:2][C:3]([CH:4]=[CH:5][c:6]1[cH:7][c:8]([C:12]#[N:13])[cH:9][cH:10][cH:11]1)=[O:14]>>[CH3:1][O:2][C:3]([CH2:4][CH2:5][c:6]1[cH:7][c:8]([C:12]#[N:13])[cH:9][cH:10][cH:11]1)=[O:14].